From a dataset of the Open Reaction Database (ORD), a public repository of structured organic reaction records. describe an organic reaction: reactants, conditions, products, and yield Starting materials: CO[Na] (MeONa), C(#N)C1=CC=C(C=C1)C(C(C(Br)C1=CC=C(C=C1)C#N)Br)=O (1,3-Bis(4-cyanophenyl)-2,3-dibromopropan-1-one), O (water). The solvent is CO (MeOH). Run at time 30 minute. Yields the product C(#N)C1=CC=C(C=C1)C(C=C(OC)C1=CC=C(C=C1)C#N)=O (1,3-Bis(4-cyanophenyl)-3-methoxyprop-2-en-1-one). As a reaction SMILES: [C:1]([C:3]1[CH:8]=[CH:7][C:6]([C:9](=[O:22])[CH:10](Br)[CH:11]([C:13]2[CH:18]=[CH:17][C:16]([C:19]#[N:20])=[CH:15][CH:14]=2)Br)=[CH:5][CH:4]=1)#[N:2].[CH3:23][O:24][Na].O>CO>[C:1]([C:3]1[CH:8]=[CH:7][C:6]([C:9](=[O:22])[CH:10]=[C:11]([C:13]2[CH:18]=[CH:17][C:16]([C:19]#[N:20])=[CH:15][CH:14]=2)[O:24][CH3:23])=[CH:5][CH:4]=1)#[N:2]. Reported procedure: A suspension of 15 g (35.9 mmol) dibromochalcone ii in 150 mL dry MeOH (distilled from Mg metal) was heated to reflux. Freshly prepared 3N MeONa (2.49 g Na in 36 mL MeOH) was added dropwise, and stirring was continued for 30 min. The clear orange solution was cooled to room temperature, and poured into 100 mL water. The aqueous suspension was extracted with CH2Cl2 and the solvent was removed under reduced pressure. The oily orange residue crystallized in part, and was used for the next reaction ... Starting materials: [Si](C)(C)(C(C)(C)C)OCCCCC[C@H]1[C@H]2[C@@H]3CCC([C@@]3(C)CC[C@@H]2[C@H]2CCC(C=C2C1)=O)=O (7α-(5-tert-butyldimethylsilyloxypentyl)-estr-4-ene-3,17-dione), C(C)(=O)O (acetic acid). Run in CO (methanol), O (water). Yields the product OCCCCC[C@H]1[C@H]2[C@@H]3CCC([C@@]3(C)CC[C@@H]2[C@H]2CCC(C=C2C1)=O)=O (7α-(5-hydroxypentyl)-estr-4-ene-3,17-dione). Isolated yield 99.0%. RXN SMILES: [Si]([O:8][CH2:9][CH2:10][CH2:11][CH2:12][CH2:13][C@@H:14]1[CH2:31][C:30]2[C@H:25]([CH2:26][CH2:27][C:28](=[O:32])[CH:29]=2)[C@@H:24]2[C@@H:15]1[C@H:16]1[C@@:20]([CH2:22][CH2:23]2)([CH3:21])[C:19](=[O:33])[CH2:18][CH2:17]1)(C(C)(C)C)(C)C.C(O)(=O)C>CO.O>[OH:8][CH2:9][CH2:10][CH2:11][CH2:12][CH2:13][C@@H:14]1[CH2:31][C:30]2[C@H:25]([CH2:26][CH2:27][C:28](=[O:32])[CH:29]=2)[C@@H:24]2[C@@H:15]1[C@H:16]1[C@@:20]([CH2:22][CH2:23]2)([CH3:21])[C:19](=[O:33])[CH2:18][CH2:17]1. Procedure details: A solution of 125.4 g of 7α-(5-tert-butyldimethylsilyloxypentyl)-estr-4-ene-3,17-dione in 625 ml of methanol and 347 ml of water is stirred with 694 ml of glacial acetic acid for 2.5 hours at 50° C. After the concentration by evaporation at 60° C. in a vacuum, 94.1 g of crude 7α-(5-hydroxypentyl)-estr-4-ene-3,17-dione is obtained as oil. The reactants are Cl.CC1=CNC=2N=CN=C(C21)N2CCC(CC2)N (1-(5-methyl-7H-pyrrolo[2,3-d]pyrimidin-4-yl)-4-piperidinamine hydrochloride), CCN(C(C)C)C(C)C (DIPEA), COC=1C=C(C(=O)Cl)C=CC1 (3-(methyloxy)benzoyl chloride). Run in C(Cl)Cl (DCM). Reaction conditions: time 18 hour. The product is COC=1C=C(C(=O)NC2CCN(CC2)C2=C3C(NC=N2)=NC=C3C)C=CC1 (3-(Methyloxy)-N-[1-(5-methyl-1H-pyrrolo[2,3-d]pyrimidin-4-yl)-4-piperidinyl]benzamide). Reaction SMILES: Cl.[CH3:2][C:3]1[C:11]2[C:10]([N:12]3[CH2:17][CH2:16][CH:15]([NH2:18])[CH2:14][CH2:13]3)=[N:9][CH:8]=[N:7][C:6]=2[NH:5][CH:4]=1.CCN(C(C)C)C(C)C.[CH3:28][O:29][C:30]1[CH:31]=[C:32]([CH:36]=[CH:37][CH:38]=1)[C:33](Cl)=[O:34]>C(Cl)Cl>[CH3:28][O:29][C:30]1[CH:31]=[C:32]([CH:36]=[CH:37][CH:38]=1)[C:33]([NH:18][CH:15]1[CH2:16][CH2:17][N:12]([C:10]2[N:9]=[CH:8][NH:7][C:6]3=[N:5][CH:4]=[C:3]([CH3:2])[C:11]=23)[CH2:13][CH2:14]1)=[O:34] |f:0.1|. Reported procedure: To a mixture of 1-(5-methyl-7H-pyrrolo[2,3-d]pyrimidin-4-yl)-4-piperidinamine hydrochloride D11 (70 mg) and DIPEA (0.159 mL, 0.908 mmol) in DCM (1 mL) was added 3-(methyloxy)benzoyl chloride (56.8 mg, 0.333 mmol) and the reaction stirred for 18 hours. The mixture was partitioned between DCM (4 mL) and aqueous sodium bicarbonate (4 mL). The organic phase was then washed with 2M HCl (4 mL) before it was dried (phase separator) and concentrated. The crude product was purified by MDAP but the produc... Reactants: COCCOC, CC(C)(C)[O-], Cc1ccc(C=O)c(OCc2ccc(OCc3nc(-c4ccccc4)oc3C)cc2)n1, CO, [K+], O, [C-]#[N+]CS(=O)(=O)c1ccccc1C. The product is Cc1ccc(CC#N)c(OCc2ccc(OCc3nc(-c4ccccc4)oc3C)cc2)n1. As a reaction SMILES: [CH2:53]([CH2:54][O:55][CH3:56])[O:57][CH3:58].[CH3:1][C:2]([CH3:3])([O-:4])[CH3:5].[CH3:20][c:21]1[n:22][c:23]([O:29][CH2:30][c:31]2[cH:32][cH:33][c:34]([O:37][CH2:38][c:39]3[n:40][c:41](-[c:45]4[cH:46][cH:47][cH:48][cH:49][cH:50]4)[o:42][c:43]3[CH3:44])[cH:35][cH:36]2)[c:24]([CH:25]=[O:26])[cH:27][cH:28]1.[CH3:51][OH:52].[K+:6].[OH2:59].[c:7]1([CH3:8])[c:9]([S:10](=[O:12])(=[O:13])[CH2:16][N+:17]#[C-:11])[cH:14][cH:15][cH:18][cH:19]1>>[C:16](#[N:17])[CH2:25][c:24]1[c:23]([O:29][CH2:30][c:31]2[cH:32][cH:33][c:34]([O:37][CH2:38][c:39]3[n:40][c:41](-[c:45]4[cH:46][cH:47][cH:48][cH:49][cH:50]4)[o:42][c:43]3[CH3:44])[cH:35][cH:36]2)[n:22][c:21]([CH3:20])[cH:28][cH:27]1.